Dataset: the Open Reaction Database (ORD), a public repository of structured organic reaction records. Task: describe an organic reaction: reactants, conditions, products, and yield Starting materials: C(CCC)C=1N(C(NN1)=O)CC1=CC=C(C=C1)C1=C(C=CC=C1)C1=NN=NN1C(C1=CC=CC=C1)(C1=CC=CC=C1)C1=CC=CC=C1 (5-n-Butyl-2,4-dihydro-4-[[2'-(N-trityltetrazol-5-yl)biphenyl-4-yl]methyl]-3H-1,2,4-triazol-3-one), BrCCCOC(N(C1=CC=CC=C1)C)=O (3-bromopropyl-N-methyl-N-phenylcarbamate). Yields the product C(CCC)C=1N(C(N(N1)CCCOC(N(C1=CC=CC=C1)C)=O)=O)CC1=CC=C(C=C1)C1=C(C=CC=C1)C1=NN=NN1C(C1=CC=CC=C1)(C1=CC=CC=C1)C1=CC=CC=C1 (5-n-Butyl-2,4-dihydro-2-[3-(N-methyl-N-phenylcarbamoyloxy)propyl]-4-[[2'-(N-trityltetrazol-5-yl)biphenyl-4-yl]methyl]-3H-1,2,4-triazol-3-one). Isolated yield 86.0%. Reaction SMILES: [CH2:1]([C:5]1[N:6]([CH2:11][C:12]2[CH:17]=[CH:16][C:15]([C:18]3[CH:23]=[CH:22][CH:21]=[CH:20][C:19]=3[C:24]3[N:28]([C:29]([C:42]4[CH:47]=[CH:46][CH:45]=[CH:44][CH:43]=4)([C:36]4[CH:41]=[CH:40][CH:39]=[CH:38][CH:37]=4)[C:30]4[CH:35]=[CH:34][CH:33]=[CH:32][CH:31]=4)[N:27]=[N:26][N:25]=3)=[CH:14][CH:13]=2)[C:7](=[O:10])[NH:8][N:9]=1)[CH2:2][CH2:3][CH3:4].Br[CH2:49][CH2:50][CH2:51][O:52][C:53](=[O:62])[N:54]([CH3:61])[C:55]1[CH:60]=[CH:59][CH:58]=[CH:57][CH:56]=1>>[CH2:1]([C:5]1[N:6]([CH2:11][C:12]2[CH:13]=[CH:14][C:15]([C:18]3[CH:23]=[CH:22][CH:21]=[CH:20][C:19]=3[C:24]3[N:28]([C:29]([C:36]4[CH:37]=[CH:38][CH:39]=[CH:40][CH:41]=4)([C:30]4[CH:31]=[CH:32][CH:33]=[CH:34][CH:35]=4)[C:42]4[CH:47]=[CH:46][CH:45]=[CH:44][CH:43]=4)[N:27]=[N:26][N:25]=3)=[CH:16][CH:17]=2)[C:7](=[O:10])[N:8]([CH2:49][CH2:50][CH2:51][O:52][C:53](=[O:62])[N:54]([CH3:61])[C:55]2[CH:60]=[CH:59][CH:58]=[CH:57][CH:56]=2)[N:9]=1)[CH2:2][CH2:3][CH3:4]. Reported procedure: The alkylation of 5-n-butyl-2,4-dihydro-4-[[2'-(N-trityltetrazol-5-yl)biphenyl-4-yl]methyl]-3H-1,2,4-triazol-3-one (from Example 2, Step D) with 3-bromopropyl-N-methyl-N-phenylcarbamate was carried out as described in Example 3, Step A, except that only 2.4 equivalents of the alkylating agent was used. After work-up, the residue was flash chromatographed over silica gel (35 mL for 0.162 mmole, gradient elution using 0.75-2.5% MeOH/CH2Cl2) to give the desired material as a white foam in 86% yield... Reaction SMILES: [CH3:18][CH2:19][CH2:20][CH2:21][CH2:22][CH3:23].[CH:1]([NH:2][CH:3]([CH3:4])[CH3:5])([CH3:6])[CH3:7].[Cl:8][c:9]1[cH:10][n:11][cH:12][c:13]([Cl:15])[cH:14]1.[I:16][CH3:17].[O:24]1[CH2:25][CH2:26][CH2:27][CH2:28]1>>[CH3:1][c:14]1[c:9]([Cl:8])[cH:10][n:11][cH:12][c:13]1[Cl:15]. Reactants: CCCCCC, CC(C)NC(C)C, Clc1cncc(Cl)c1, CI, C1CCOC1. The product is Cc1c(Cl)cncc1Cl. Yields the product CCc1nc2c(C)cc(C)nc2n1Cc1ccc(N)cc1. RXN SMILES: [C:30].[CH2:1]([CH3:2])[c:3]1[n:4][c:5]2[c:6]([n:7][c:8]([CH3:12])[cH:9][c:10]2[CH3:11])[n:13]1[CH2:14][c:15]1[cH:16][cH:17][c:18]([N+:21]([O-:22])=[O:23])[cH:19][cH:20]1.[CH3:28][OH:29].[CH:24]([O-:25])=[O:26].[NH4+:27].[Pd:31]>>[CH2:1]([CH3:2])[c:3]1[n:4][c:5]2[c:6]([n:7][c:8]([CH3:12])[cH:9][c:10]2[CH3:11])[n:13]1[CH2:14][c:15]1[cH:16][cH:17][c:18]([NH2:21])[cH:19][cH:20]1. The reactants are C, CCc1nc2c(C)cc(C)nc2n1Cc1ccc([N+](=O)[O-])cc1, CO, O=C[O-], [NH4+], [Pd]. Starting materials: FC(S(=O)(=O)OS(=O)(=O)C(F)(F)F)(F)F (Trifluoromethanesulfonic anhydride), OC[C@@H]1CCC(O1)=O ((S)-5-(hydroxymethyl)-dihydrofuran-2(3H)-one), N1=C(C=CC=C1C)C (lutidine). Solvent: C(Cl)Cl (CH2Cl2), EtOAc hexanes. Reaction conditions: temperature 0 celsius, time 1.5 hour. The product is FC(S(=O)(=O)OC[C@H]1OC(CC1)=O)(F)F ((S)-(5-oxotetrahydrofuran-2-yl)methyl trifluoromethanesulfonate). RXN SMILES: [F:1][C:2]([F:15])([F:14])[S:3]([O:6]S(C(F)(F)F)(=O)=O)(=[O:5])=[O:4].O[CH2:17][C@H:18]1[O:22][C:21](=[O:23])[CH2:20][CH2:19]1.N1C(C)=CC=CC=1C>C(Cl)Cl>[F:1][C:2]([F:15])([F:14])[S:3]([O:6][CH2:17][C@@H:18]1[CH2:19][CH2:20][C:21](=[O:23])[O:22]1)(=[O:5])=[O:4]. Procedure: Trifluoromethanesulfonic anhydride (0.97 g, 3.4 mmol) was added dropwise to a 0° C. solution of (S)-5-(hydroxymethyl)-dihydrofuran-2(3H)-one (0.20 g, 1.7 mmol) and lutidine (0.41 g, 3.8 mmol) in CH2Cl2 (2 mL). The reaction was stirred at 0° C. for 1.5 hours, then diluted with 1:4 EtOAc/hexanes and passed through a plug of silica gel. The volatiles were removed under reduced pressure to yield a yellow oil which was used immediately without purification (0.38 g, 89%). Reactants: CC1=C(C=C(C(=O)OC)C=C1)B1OC(C(O1)(C)C)(C)C (Methyl 4-methyl-3-(4,4,5,5-tetramethyl-1,3,2-dioxaborolan-2-yl)benzoate), IC1=C(N=C(N1COCC[Si](C)(C)C)C1(COC1)O)C (3-(5-iodo-4-methyl-1-((2-(trimethylsilyl)ethoxy)methyl)-1H-imidazol-2-yl)oxetan-3-ol), IC1=C(N=C(N1COCC[Si](C)(C)C)C1(COC1)O)C (3-(5-iodo-4-methyl-1-((2-(trimethylsilyl)ethoxy)methyl)-1H-imidazol-2-yl)oxetan-3-ol), CC1=C(C=C(C(=O)OC)C=C1)B1OC(C(O1)(C)C)(C)C (Methyl 4-methyl-3-(4,4,5,5-tetramethyl-1,3,2-dioxaborolan-2-yl)benzoate), [O-]P(=O)([O-])[O-].[K+].[K+].[K+] (K3PO4). The reagents and catalysts are C1=CC=C(C=C1)P([C-]2C=CC=C2)C3=CC=CC=C3.C1=CC=C(C=C1)P([C-]2C=CC=C2)C3=CC=CC=C3.Cl[Pd]Cl.[Fe+2] (Pd(dppf)2Cl2). Solvent: CCOC(=O)C (EtOAc), O (water), O1CCOCC1 (dioxane). Run at time 7 hour. The product is OC1(COC1)C=1N(C(=C(N1)C)C=1C=C(C(=O)OC)C=CC1C)COCC[Si](C)(C)C (Methyl 3-(2-(3-hydroxyoxetan-3-yl)-4-methyl-1-((2-(trimethylsilyl)ethoxy)methyl)-1H-imidazol-5-yl)-4-methylbenzoate). Isolated yield 59.8%. RXN SMILES: [CH3:1][C:2]1[CH:11]=[CH:10][C:5]([C:6]([O:8][CH3:9])=[O:7])=[CH:4][C:3]=1B1OC(C)(C)C(C)(C)O1.[O-]P([O-])([O-])=O.[K+].[K+].[K+].I[C:30]1[N:34]([CH2:35][O:36][CH2:37][CH2:38][Si:39]([CH3:42])([CH3:41])[CH3:40])[C:33]([C:43]2([OH:47])[CH2:46][O:45][CH2:44]2)=[N:32][C:31]=1[CH3:48]>O1CCOCC1.O.CCOC(C)=O.C1C=CC(P(C2C=CC=CC=2)[C-]2C=CC=C2)=CC=1.C1C=CC(P(C2C=CC=CC=2)[C-]2C=CC=C2)=CC=1.Cl[Pd]Cl.[Fe+2]>[OH:47][C:43]1([C:33]2[N:34]([CH2:35][O:36][CH2:37][CH2:38][Si:39]([CH3:40])([CH3:42])[CH3:41])[C:30]([C:3]3[CH:4]=[C:5]([CH:10]=[CH:11][C:2]=3[CH3:1])[C:6]([O:8][CH3:9])=[O:7])=[C:31]([CH3:48])[N:32]=2)[CH2:44][O:45][CH2:46]1 |f:1.2.3.4,9.10.11.12|. Reported procedure: Into a 100-mL three neck round-bottom flask, which was purged and maintained with an inert atmosphere of nitrogen, was placed a solution of methyl 4-methyl-3-(tetramethyl-1,3,2-dioxaborolan-2-yl)benzoate (compound 5.4, 282.7 mg, 1.02 mmol) in dioxane (12 mL) A solution of K3PO4 (904.9 mg, 4.26 mmol) in water (1.2 mL), 3-(5-iodo-4-methyl-1-((2-(trimethylsilyl)ethoxy)methyl)-1H-imidazol-2-yl)oxetan-3-ol (compound 192.3, 350 mg, 0.85 mmol) and Pd(dppf)2Cl2 (62.4 mg, 0.09 mmol) were added to the rea...